The task is: describe an organic reaction: reactants, conditions, products, and yield. This data is from the Open Reaction Database (ORD), a public repository of structured organic reaction records. The reactants are O=CCCC(=O)O (4-oxobutyric acid), C(C)(C)N (isopropyl amine). Run in C1=CC=CC=C1 (benzene). Product: C(C)(C)[NH3+] (isopropylammonium), O=CCCC(=O)[O-] (4-oxobutyrate). As a reaction SMILES: [O:1]=[CH:2][CH2:3][CH2:4][C:5]([OH:7])=[O:6].[CH:8]([NH2:11])([CH3:10])[CH3:9]>C1C=CC=CC=1>[CH:8]([NH3+:11])([CH3:10])[CH3:9].[O:1]=[CH:2][CH2:3][CH2:4][C:5]([O-:7])=[O:6]. Procedure: 100 Mg. of 4-(6,11-dihydrodibenzo-[b.e.]-thiepin-11-one-3-yl)-4-oxobutyric acid in 15 ml. of hot benzene is treated with 60 mg. of isopropyl amine. The solution is allowed to cool to room temperature and the product is filtered off, washed with ether and dried to yield isopropylammonium 4-(6,11-dihydrodibenzo-[b.e.]-thiepin-11-one-3-yl)-4-oxobutyrate. The reactants are CO, [Na+], [OH-], COC(=O)c1cccc(CC2CCC=C2c2nc(-c3ccccc3)c(-c3ccccc3)o2)c1. The product is O=C(O)c1cccc(CC2CCC=C2c2nc(-c3ccccc3)c(-c3ccccc3)o2)c1. As a reaction SMILES: [CH3:36][OH:37].[Na+:35].[OH-:34].[c:1]1(-[c:7]2[n:8][c:9]([C:18]3=[CH:22][CH2:21][CH2:20][CH:19]3[CH2:23][c:24]3[cH:25][c:26]([C:27](=[O:28])[O:29][CH3:30])[cH:31][cH:32][cH:33]3)[o:10][c:11]2-[c:12]2[cH:13][cH:14][cH:15][cH:16][cH:17]2)[cH:2][cH:3][cH:4][cH:5][cH:6]1>>[c:1]1(-[c:7]2[n:8][c:9]([C:18]3=[CH:22][CH2:21][CH2:20][CH:19]3[CH2:23][c:24]3[cH:25][c:26]([C:27](=[O:28])[OH:29])[cH:31][cH:32][cH:33]3)[o:10][c:11]2-[c:12]2[cH:13][cH:14][cH:15][cH:16][cH:17]2)[cH:2][cH:3][cH:4][cH:5][cH:6]1. Starting materials: C=Cc1ccccc1, CS(=O)(=O)O, Cc1ccccc1, C[SiH](Cl)Cl, [Pt]. Yields the product Cl[SiH](Cl)CCCc1ccccc1. As a reaction SMILES: [CH2:1]=[CH:2][c:3]1[cH:4][cH:5][cH:6][cH:7][cH:8]1.[CH3:13][S:14](=[O:15])(=[O:16])[OH:17].[CH3:19][c:20]1[cH:21][cH:22][cH:23][cH:24][cH:25]1.[CH3:9][SiH:10]([Cl:11])[Cl:12].[Pt:18]>>[CH2:1]([CH2:2][c:3]1[cH:4][cH:5][cH:6][cH:7][cH:8]1)[CH2:9][SiH:10]([Cl:11])[Cl:12]. Starting materials: N[C@@H](CCS)C(=O)O (L-homocysteine), BrCCCC (1-bromobutane). The product is CCCCSCC[C@@H](C(=O)O)N (L-buthionine). RXN SMILES: [NH2:1][C@H:2]([C:6]([OH:8])=[O:7])[CH2:3][CH2:4][SH:5].Br[CH2:10][CH2:11][CH2:12][CH3:13]>>[CH3:10][CH2:11][CH2:12][CH2:13][S:5][CH2:4][CH2:3][C@H:2]([NH2:1])[C:6]([OH:8])=[O:7]. Procedure details: L-buthionine-SR-sulfoximine is prepared as described in Griffith, O. W., The Journal of Biological Chemistry, Vol. 257, No. 22, pp. 13704-13712, 1982. Such preparation is as follows: L-methionine, obtained commercially, is reductively demethylated using sodium in liquid ammonia to produce L-homocysteine. The L-homocysteine is alkylated with 1-bromobutane to form L-buthionine. The L-buthionine is converted to L-buthionine-SR-sulfoximine by reaction with sodium azide in chloroform/sulfuric acid. T... Starting materials: ClC1=CC=C(C=C1)C1=NC2=C(N1C(C(=O)N)C1CCCCC1)C=C(C(=C2)F)F ((−)-2-[2-(4-chloro-phenyl)-5,6-difluoro-benzoimidazol-1-yl]-2-cyclohexyl-acetamide), B(F)(F)F.CCOCC (boron trifluoride ethyl etherate), Cl (hydrochloric acid), B.C1CCOC1 (borane THF). Run in O1CCCC1 (tetrahydrofuran), O1CCCC1 (tetrahydrofuran), CO (methanol). Conditions: time 5 minute. Product: ClC1=CC=C(C=C1)C1=NC2=C(N1C(CN)C1CCCCC1)C=C(C(=C2)F)F ((−)-2-[2-(4-Chloro-phenyl)-5,6-difluoro-benzoimidazol-1-yl]-2-cyclohexyl-ethylamine). As a reaction SMILES: [Cl:1][C:2]1[CH:7]=[CH:6][C:5]([C:8]2[N:12]([CH:13]([CH:17]3[CH2:22][CH2:21][CH2:20][CH2:19][CH2:18]3)[C:14]([NH2:16])=O)[C:11]3[CH:23]=[C:24]([F:28])[C:25]([F:27])=[CH:26][C:10]=3[N:9]=2)=[CH:4][CH:3]=1.B(F)(F)F.CCOCC.B.C1COCC1.Cl>O1CCCC1.CO>[Cl:1][C:2]1[CH:7]=[CH:6][C:5]([C:8]2[N:12]([CH:13]([CH:17]3[CH2:18][CH2:19][CH2:20][CH2:21][CH2:22]3)[CH2:14][NH2:16])[C:11]3[CH:23]=[C:24]([F:28])[C:25]([F:27])=[CH:26][C:10]=3[N:9]=2)=[CH:4][CH:3]=1 |f:1.2,3.4|. Procedure: To a solution of 0.93 g (2.3 mmol) (+) or (−)-2-[2-(4-chloro-phenyl)-5,6-difluoro-benzoimidazol-1-yl]-2-cyclohexyl-acetamide in tetrahydrofuran were added 0.29 ml (2.3 mmol) boron trifluoride ethyl etherate. The mixture was stirred for 5 min. and then 4.61 ml (4.61 mmol) borane THF complex (1M solution in tetrahydrofuran) were added dropwise. The mixture was stirred at 50° C. for 55 h. The solution was poured onto 12 ml tetrahydrofuran and 5 ml methanol (gas evolution) and stirred for 1 h. Then ... The reactants are C(C(=O)Cl)(=O)Cl (oxalyl chloride), C(C)(C)(C)C1=CC=C(C=C1)S(=O)(=O)CC=1N=C(OC1C)C1=CC=C(C(=O)O)C=C1 (4-(4-{[(4-tert-Butylphenyl)sulfonyl]methyl}-5-methyl-1,3-oxazol-2-yl)benzoic Acid), N1=CC(=CC=C1)CN (3-pyridinylmethylamine). Product: C(C)(C)(C)C1=CC=C(C=C1)S(=O)(=O)CC=1N=C(OC1C)C1=CC=C(C(=O)NCC=2C=NC=CC2)C=C1 (4-(4-{[(4-tert-Butylphenyl)sulfonyl]methyl}-5-methyl-1,3-oxazol-2-yl)-N-(3-pyridinylmethyl)benzamide). Isolated yield 46.3%. RXN SMILES: C(Cl)(=O)C(Cl)=O.[C:7]([C:11]1[CH:16]=[CH:15][C:14]([S:17]([CH2:20][C:21]2[N:22]=[C:23]([C:27]3[CH:35]=[CH:34][C:30]([C:31](O)=[O:32])=[CH:29][CH:28]=3)[O:24][C:25]=2[CH3:26])(=[O:19])=[O:18])=[CH:13][CH:12]=1)([CH3:10])([CH3:9])[CH3:8].[N:36]1[CH:41]=[CH:40][CH:39]=[C:38]([CH2:42][NH2:43])[CH:37]=1>>[C:7]([C:11]1[CH:12]=[CH:13][C:14]([S:17]([CH2:20][C:21]2[N:22]=[C:23]([C:27]3[CH:35]=[CH:34][C:30]([C:31]([NH:43][CH2:42][C:38]4[CH:37]=[N:36][CH:41]=[CH:40][CH:39]=4)=[O:32])=[CH:29][CH:28]=3)[O:24][C:25]=2[CH3:26])(=[O:19])=[O:18])=[CH:15][CH:16]=1)([CH3:9])([CH3:10])[CH3:8]. Reported procedure: Reaction of oxalyl chloride (27 λL, 0.31 mmol) and benzoic acid 23 (85 mg, 0.21 mmol) with subsequent coupling to 3-pyridinylmethylamine (23 λL, 0.23 mmol) gave benzamide 24 (49 mg, 46%) as a white powder: mp (EtOAc) 177-180° C.; 1H NMR δ 9.20 (t, J=5.8 Hz, 1H, CONH), 8.57 (d, J=1.8 Hz, 1H, H-2′), 8.46 (dd, J=4.7, 1.5 Hz, 1H, H-6′), 7.98 (br d, J=8.5 Hz, 2H, H-2, H-6), 7.86 (br d, J=8.5 Hz, 2H, H-3, H-5), 7.73 (br dt, J=7.9, 1.9 Hz, 1H, H-4′), 7.70 (br dd, J=8.6, 1.9 Hz, 2H, H-2″, H-6″), 7.63 (b... Starting materials: C(C)(=O)[O-].C(CCC)[N+]1=CN(C=C1)C (1-butyl-3-methyl-imidazolium acetate), C(CCCC)(=O)OC1=C(C=C(C=C1)[N+](=O)[O-])CC(=O)C1=CC=C(C=C1)OC (2-(2-pentanoyloxy-5-nitrophenyl)-1-(4-methoxyphenyl)-ethanone). Yields the product C(CCCC)(=O)[O-].C(CCC)[N+]1=CN(C=C1)C (1-butyl-3-methyl-imidazolium valerate). Reaction SMILES: C([O-])(=O)C.[CH2:5]([N+:9]1[CH:13]=[CH:12][N:11]([CH3:14])[CH:10]=1)[CH2:6][CH2:7][CH3:8].[C:15]([O:21]C1C=CC([N+]([O-])=O)=CC=1CC(C1C=CC(OC)=CC=1)=O)(=[O:20])[CH2:16][CH2:17][CH2:18][CH3:19]>>[C:15]([O-:21])(=[O:20])[CH2:16][CH2:17][CH2:18][CH3:19].[CH2:5]([N+:9]1[CH:13]=[CH:12][N:11]([CH3:14])[CH:10]=1)[CH2:6][CH2:7][CH3:8] |f:0.1,3.4|. Procedure details: The reaction was also carried out using 0.14 g (0.59 mmol) of the commercially available 1-butyl-3-methyl-imidazolium acetate with 0.11 g (0.29 mmol) of 2-(2-pentanoyloxy-5-nitrophenyl)-1-(4-methoxyphenyl)-ethanone (example 2) under the same reaction conditions as described in example 18. By comparing the LC-MS chromatogram of the crude reaction mixture with the chromatogram obtained from the reaction with 1-butyl-3-methyl-imidazolium valerate it was concluded that both methods delivered the tar... Starting materials: BrC=1SC2=C(N1)C=CC(=C2)OC (2-bromo-6-methoxy-benzothiazole), CC1(OB(OC1(C)C)C=1C=CC(=NC1)N)C (5-(4,4,5,5-tetramethyl-1,3,2-dioxaborolan-2-yl)pyridin-2-amine), C(=O)([O-])[O-].[K+].[K+] (K2CO3), CN(C)C=O (DMF), C(C)(=O)OCC (Ethyl acetate). Reagents/catalysts: C1=CC=C(C=C1)P([C-]2C=CC=C2)C3=CC=CC=C3.C1=CC=C(C=C1)P([C-]2C=CC=C2)C3=CC=CC=C3.Cl[Pd]Cl.[Fe+2] (Pd(dppf)Cl2). Conditions: temperature 80 celsius. Yields the product COC1=CC=C(C=N1)C=1SC2=C(N1)C=CC(=C2)N (2-(6-Methoxypyridin-3-yl)-1,3-benzothiazol-6-amine). RXN SMILES: Br[C:2]1[S:3][C:4]2[CH:10]=[C:9](OC)[CH:8]=[CH:7][C:5]=2[N:6]=1.CC1(C)C(C)(C)OB([C:21]2[CH:22]=[CH:23][C:24](N)=[N:25][CH:26]=2)O1.[C:29]([O-:32])([O-])=O.[K+].[K+].C(OCC)(=O)C.C[N:42](C=O)C>C1C=CC(P(C2C=CC=CC=2)[C-]2C=CC=C2)=CC=1.C1C=CC(P(C2C=CC=CC=2)[C-]2C=CC=C2)=CC=1.Cl[Pd]Cl.[Fe+2]>[CH3:29][O:32][C:24]1[N:25]=[CH:26][C:21]([C:2]2[S:3][C:4]3[CH:10]=[C:9]([NH2:42])[CH:8]=[CH:7][C:5]=3[N:6]=2)=[CH:22][CH:23]=1 |f:2.3.4,7.8.9.10|. Procedure details: A mixture of 2-bromo-6-methoxy-benzothiazole (1.14 g), 5-(4,4,5,5-tetramethyl-1,3,2-dioxaborolan-2-yl)pyridin-2-amine (1.23 g, 1.2 eq.), Pd(dppf)Cl2*DCM (170 mg, 0.05 eq.) and 2.0 M aq. K2CO3 (10 ml, 4 eq.) in DMF (20 ml) was heated at 80° C. for 2 h under argon while stirring. Ethyl acetate (200 ml) was subsequently added before concentrating the sol. onto diatomaceous earth in vacuo. Purification by flash chromatography (DCM:methanol, 99:1 to 95:5) provided the title compound (730 mg) as a yel... Starting materials: C1(=CC=C2C=CC3=CC=CC4=CC=C1C2=C34)CNCCCCCCN (N-pyren-1-ylmethyl-hexane-1,6-diamine), BrCC1=C(C=CC=C1)B1OCCCO1 (2-(2-bromomethyl-phenyl)-[1,3,2]dioxaborinane), C([O-])([O-])=O.[K+].[K+] (potassium carbonate). Solvent: C(C)#N (acetonitril). Reaction conditions: time 3 hour. Yields the product C(C1=CC=CC=C1)N(CCCCCCN(CC1=CC=C2C=CC3=CC=CC4=CC=C1C2=C34)CC3=C(C=CC=C3)B(O)O)CC3=C(C=CC=C3)B(O)O (N-benzyl-N,N′-bis-(2-boronobenzyl)-N′-pyren-1-ylmethyl-hexane-1,6-diamine). Isolated yield 72.4%. RXN SMILES: [C:1]1([CH2:17][NH:18][CH2:19][CH2:20][CH2:21][CH2:22][CH2:23][CH2:24][NH2:25])[C:14]2[C:15]3=[C:16]4[C:11](=[CH:12][CH:13]=2)[CH:10]=[CH:9][CH:8]=[C:7]4[CH:6]=[CH:5][C:4]3=[CH:3][CH:2]=1.Br[CH2:27][C:28]1[CH:33]=[CH:32][CH:31]=[CH:30][C:29]=1[B:34]1[O:39]CCC[O:35]1.C(=O)([O-])[O-].[K+].[K+]>C(#N)C>[CH2:17]([N:25]([CH2:27][C:28]1[CH:33]=[CH:32][CH:31]=[CH:30][C:29]=1[B:34]([OH:35])[OH:39])[CH2:24][CH2:23][CH2:22][CH2:21][CH2:20][CH2:19][N:18]([CH2:27][C:28]1[CH:33]=[CH:32][CH:31]=[CH:30][C:29]=1[B:34]([OH:39])[OH:35])[CH2:17][C:1]1[C:14]2[C:15]3=[C:16]4[C:11](=[CH:12][CH:13]=2)[CH:10]=[CH:9][CH:8]=[C:7]4[CH:6]=[CH:5][C:4]3=[CH:3][CH:2]=1)[C:1]1[CH:14]=[CH:15][CH:4]=[CH:3][CH:2]=1 |f:2.3.4|. Reported procedure: A solution of N-pyren-1-ylmethyl-hexane-1,6-diamine (291 mg, 0.69 mmol), 2-(2-bromomethyl-phenyl)-[1,3,2]dioxaborinane (422 mg, 1.66 mmol), and potassium carbonate (380 mg, 2.76 mmol) in dry acetonitril (10 ml) was heated at reflux for 20 hours under nitrogen atmosphere. The solvent was removed under vacuum, the residue was dissolved in chloroform and washed with water. The solvent was dried over magnesium sulphate and removed under vacuum. The residue was dissolved in THF (10 ml). Water (10 ml)...